From a dataset of the Open Reaction Database (ORD), a public repository of structured organic reaction records. describe an organic reaction: reactants, conditions, products, and yield The reactants are C(C)(=O)[O-].[NH4+] (Ammonium acetate), C(C1=CC=CC=C1)N1CC(C(CC1)=O)(CC)CC (1-benzyl-3,3-diethyl piperidin-4-one), C(#N)[BH3-].[Na+] (sodium cyanoborohydride). Run in CO (methanol). Conditions: temperature 0 celsius, time 3 hour. Yields the product NC1C(CN(CC1)CC1=CC=CC=C1)(CC)CC (4-amino-1-benzyl-3,3-diethyl piperidine). As a reaction SMILES: C([O-])(=O)C.[NH4+].[CH2:6]([N:13]1[CH2:18][CH2:17][C:16](=O)[C:15]([CH2:22][CH3:23])([CH2:20][CH3:21])[CH2:14]1)[C:7]1[CH:12]=[CH:11][CH:10]=[CH:9][CH:8]=1.C([BH3-])#[N:25].[Na+]>CO>[NH2:25][CH:16]1[CH2:17][CH2:18][N:13]([CH2:6][C:7]2[CH:12]=[CH:11][CH:10]=[CH:9][CH:8]=2)[CH2:14][C:15]1([CH2:22][CH3:23])[CH2:20][CH3:21] |f:0.1,3.4|. Procedure details: Ammonium acetate (7.85 g, 102 mmol) was added to the stirred solution of 1-benzyl-3,3-diethyl piperidin-4-one (5.0 g, 20.40 mmol) in methanol (100 ml) and stirring was continued for 3 hr at ambient temperature. The resulting mixture was cooled at 0° C. and sodium cyanoborohydride (1.3 g, 20.40 mmol) was added to it. Cooling was removed after 10 min. and resulting mixture was stirred for 6 hr at ambient temperature. The reaction mixture was concentrated to dryness, triturated with water, acidifie... Reactants: C[O-].[Na+] (sodium methoxide), [Na] (sodium), N1(C=NC=C1)CC=1C=CC2=C(N(C(=N2)C2=CC=CC=C2)O)C1 (6-(1H-imidazol-1-ylmethyl)-2-phenyl-1H-benzimidazol-1-ol). Run in CO (methanol). Run at time 30 minute. The product is N1(C=NC=C1)CC=1C=CC2=C(N(C(=N2)C2=CC=CC=C2)OC)C1 (6-(1H-imidazol-1-ylmethyl)-1-methoxy-2-phenyl-1H-benzimidazole). Yield: 88.7%. Reaction SMILES: [CH3:1][O-].[Na+].[Na].[N:5]1([CH2:10][C:11]2[CH:12]=[CH:13][C:14]3[N:18]=[C:17]([C:19]4[CH:24]=[CH:23][CH:22]=[CH:21][CH:20]=4)[N:16]([OH:25])[C:15]=3[CH:26]=2)[CH:9]=[CH:8][N:7]=[CH:6]1>CO>[N:5]1([CH2:10][C:11]2[CH:12]=[CH:13][C:14]3[N:18]=[C:17]([C:19]4[CH:24]=[CH:23][CH:22]=[CH:21][CH:20]=4)[N:16]([O:25][CH3:1])[C:15]=3[CH:26]=2)[CH:9]=[CH:8][N:7]=[CH:6]1 |f:0.1,^1:3|. Procedure details: To a stirred sodium methoxide solution previously prepared starting from 0.46 parts of sodium and 32 parts of methanol were added 6.16 parts of 6-(1H-imidazol-1-ylmethyl)-2-phenyl-1H-benzimidazol-1-ol. After stirring for a while, the whole was concentrated and 2 portions of 18 parts of methylbenzene were added. After evaporation, there were added successively 27 parts of N,N-dimethylformamide and a solution of 2.84 parts of iodomethane in 9 parts of N,N-dimethylformamide. The whole was stirred f... Starting materials: C(C)(C)(C)OC(=O)N1C[C@H]2CC3=CC=C(N=C3N2[C@@H](C1)C)COCC ((4R,9aR)-6-ethoxymethyl-4-methyl-3,4,9,9a-tetrahydro-1H-2,4a,5-triaza-fluorene-2-carboxylic acid tert-butyl ester), BrN1C(CCC1=O)=O (N-bromosuccinimide). Yields the product C(C)(C)(C)OC(=O)N1C[C@H]2CC3=CC(=C(N=C3N2[C@@H](C1)C)COCC)Br ((4R,9aR)-7-Bromo-6-ethoxymethyl-4-methyl-3,4,9,9a-tetrahydro-1H-2,4a,5-triaza-fluorene-2-carboxylic acid tert-butyl ester). As a reaction SMILES: [C:1]([O:5][C:6]([N:8]1[CH2:20][C@@H:19]([CH3:21])[N:18]2[C@H:10]([CH2:11][C:12]3[C:17]2=[N:16][C:15]([CH2:22][O:23][CH2:24][CH3:25])=[CH:14][CH:13]=3)[CH2:9]1)=[O:7])([CH3:4])([CH3:3])[CH3:2].[Br:26]N1C(=O)CCC1=O>>[C:1]([O:5][C:6]([N:8]1[CH2:20][C@@H:19]([CH3:21])[N:18]2[C@H:10]([CH2:11][C:12]3[C:17]2=[N:16][C:15]([CH2:22][O:23][CH2:24][CH3:25])=[C:14]([Br:26])[CH:13]=3)[CH2:9]1)=[O:7])([CH3:3])([CH3:2])[CH3:4]. Procedure details: This compound was prepared in analogy to example 6, intermediate from (4R,9aR)-6-ethoxymethyl-4-methyl-3,4,9,9a-tetrahydro-1H-2,4a,5-triaza-fluorene-2-carboxylic acid tert-butyl ester and N-bromosuccinimide. Reaction SMILES: C[C:2](C)([O-:4])C.[K+].[Cl-].COC[P+](C1C=CC=CC=1)(C1C=CC=CC=1)C1C=CC=CC=1.[CH2:30]([Si:35]1([C:48]2[CH:53]=[CH:52][CH:51]=[CH:50][CH:49]=2)[CH2:40][CH2:39][CH:38]([CH:41]2[CH2:46][CH2:45][C:44](=O)[CH2:43][CH2:42]2)[CH2:37][CH2:36]1)[CH2:31][CH2:32][CH2:33][CH3:34].O>C1COCC1>[CH2:30]([Si:35]1([C:48]2[CH:53]=[CH:52][CH:51]=[CH:50][CH:49]=2)[CH2:36][CH2:37][CH:38]([CH:41]2[CH2:46][CH2:45][CH:44]([CH:2]=[O:4])[CH2:43][CH2:42]2)[CH2:39][CH2:40]1)[CH2:31][CH2:32][CH2:33][CH3:34] |f:0.1,2.3|. Procedure details: 12 g of potassium t-butoxide was added to a mixture of 35 g of methoxymethyltriphenylphosphonium chloride and 200 ml of THF to prepare an orange ylide solution. A solution of 34 g of 4-(4-n-pentyl-4-phenyl-4-silacyclohexyl)cyclohexanone in 50 ml of THF was added to the ylide solution and agitated at room temperature for 2 hours. Thereafter, the mixture was poured into iced water and extracted with methylene chloride, followed by washing, drying and concentration by a usual manner. n-Hexane was a... Starting materials: O (water), CC(C)([O-])C.[K+] (potassium t-butoxide), [Cl-].COC[P+](C1=CC=CC=C1)(C1=CC=CC=C1)C1=CC=CC=C1 (methoxymethyltriphenylphosphonium chloride), C(CCCC)[Si]1(CCC(CC1)C1CCC(CC1)=O)C1=CC=CC=C1 (4-(4-n-pentyl-4-phenyl-4-silacyclohexyl)cyclohexanone). Solvent: C1CCOC1 (THF), C1CCOC1 (THF). Run at time 2 hour. The product is C(CCCC)[Si]1(CCC(CC1)C1CCC(CC1)C=O)C1=CC=CC=C1 (4-(4-n-pentyl-4-phenyl-4-silacyclohexyl)cyclohexane carbaldehyde).